From a dataset of the Open Reaction Database (ORD), a public repository of structured organic reaction records. describe an organic reaction: reactants, conditions, products, and yield Reactants: C1(=CC(O)=CC(C)=C1)O (orcinol), C(C)(C)N(C(C)C)CC (N,N-diisopropylethylamine), C1(=CC=CC=C1)CS(=O)(=O)Cl (α-toluenesulfonyl chloride), C(C)OCC.ClCCl (diethyl ether dichloromethane). Solvent: C(C)OCC (diethyl ether). Reaction conditions: time 1 hour. Yields the product CC=1C=C(C=C(C1)O)OS(=O)(=O)CC1=CC=CC=C1 (5-Methyl-3-(phenylmethylsulfonyloxy)phenol). Yield: 19.0%. RXN SMILES: [C:1]1([OH:9])[CH:8]=[C:6]([CH3:7])[CH:5]=[C:3]([OH:4])[CH:2]=1.C(N(CC)C(C)C)(C)C.[C:19]1([CH2:25][S:26](Cl)(=[O:28])=[O:27])[CH:24]=[CH:23][CH:22]=[CH:21][CH:20]=1.C(OCC)C.ClCCl>C(OCC)C>[CH3:7][C:6]1[CH:8]=[C:1]([O:9][S:26]([CH2:25][C:19]2[CH:24]=[CH:23][CH:22]=[CH:21][CH:20]=2)(=[O:28])=[O:27])[CH:2]=[C:3]([OH:4])[CH:5]=1 |f:3.4|. Procedure details: To a solution of 2.0 g (16.1 mmol) of orcinol in diethyl ether (100 mL) containing 10 mL of N,N-diisopropylethylamine was added in a slow steady stream 3.05 g (16 mmol) of α-toluenesulfonyl chloride in a solution of 1:1 diethyl ether/dichloromethane (ca. 30 mL). The reaction mixture was stirred at ambient temperature for 1 h. The reaction mixture was quenched with 10% hydrochloric acid, extracted into diethyl ether, dried (MgSO4), and purified by flash chromatography (dichloromethane/diethyl eth...